Dataset: the Open Reaction Database (ORD), a public repository of structured organic reaction records. Task: describe an organic reaction: reactants, conditions, products, and yield Starting materials: N=1C=CN2C1C=CC(=C2)C=2C=C(C(NC2C)=O)C#N (1,2-dihydro-5-(imidazo[1,2-a]pyridin-6-yl)-6-methyl-2-oxo-3-pyridinecarbonitrile), P(=O)(Cl)(Cl)Cl (phosphorous oxychloride). The reagents and catalysts are CN(C=O)C (dimethylformamide). The product is ClC1=NC(=C(C=C1C#N)C=1C=CC=2N(C1)C=CN2)C (2-chloro-5-(imidazo[1,2-a]pyridin-6-yl)-6-methyl-3-pyridinecarbonitrile). As a reaction SMILES: [N:1]1[CH:2]=[CH:3][N:4]2[CH:9]=[C:8]([C:10]3[CH:11]=[C:12]([C:18]#[N:19])[C:13](=O)[NH:14][C:15]=3[CH3:16])[CH:7]=[CH:6][C:5]=12.P(Cl)(Cl)([Cl:22])=O>CN(C)C=O>[Cl:22][C:13]1[C:12]([C:18]#[N:19])=[CH:11][C:10]([C:8]2[CH:7]=[CH:6][C:5]3[N:4]([CH:3]=[CH:2][N:1]=3)[CH:9]=2)=[C:15]([CH3:16])[N:14]=1. Procedure: A mixture of 3.1 g of 1,2-dihydro-5-(imidazo[1,2-a]pyridin-6-yl)-6-methyl-2-oxo-3-pyridinecarbonitrile, 30 ml of phosphorous oxychloride and 5 drops of dimethylformamide was stirred under reflux for 2 hours. An excess of phosphorous oxychloride was removed by distillation under reduced pressure and upon cooling, chloroform, a 20% NaOH solution and then an aqueous sodium carbonate solution were added to the residue to render it alkaline. The organic layer was taken by fractionation. After the chl... Starting materials: NC=1SC(=CN1)C(=O)C1=C(C=CC=C1)Cl ((2-Amino-thiazol-5-yl)-(2-chloro-phenyl)-methanone), ClC1=C(C(=O)C2=CN=C(S2)N=CN(C)C)C=CC=C1 (N′-[5-(2-chloro-benzoyl)-thiazol-2-yl]-N,N-dimethyl-formamidine). The solvent is Cl (hydrochloric acid). Run at temperature 70 celsius, time 1 hour. Yields the product NC=1SC(=CN1)C(=O)C1=C(C=CC=C1)Cl ((2-amino-thiazol-5-yl)-(2-chloro-phenyl)-methanone), ClC1=C(C=CC=C1)C(C)=O (1-(2-chloro-phenyl)-ethanone). As a reaction SMILES: [NH2:1][C:2]1[S:3][C:4]([C:7]([C:9]2[CH:14]=[CH:13][CH:12]=[CH:11][C:10]=2[Cl:15])=[O:8])=[CH:5][N:6]=1.[Cl:16][C:17]1[CH:34]=[CH:33][CH:32]=[CH:31][C:18]=1[C:19]([C:21]1SC(N=CN(C)C)=NC=1)=[O:20]>Cl>[NH2:1][C:2]1[S:3][C:4]([C:7]([C:9]2[CH:14]=[CH:13][CH:12]=[CH:11][C:10]=2[Cl:15])=[O:8])=[CH:5][N:6]=1.[Cl:16][C:17]1[CH:34]=[CH:33][CH:32]=[CH:31][C:18]=1[C:19](=[O:20])[CH3:21]. Procedure details: (2-Amino-thiazol-5-yl)-(2-chloro-phenyl)-methanone The crude N′-[5-(2-chloro-benzoyl)-thiazol-2-yl]-N,N-dimethyl-formamidine was dissolved in 10% hydrochloric acid (150 mL) and heated at 70° C. for 4 hours. The precipitate was filtered, washed with ether, and then suspended in a 10% sodium carbonate solution (250 mL). The suspension was stirred for 1 hour and the precipitate was filtered, washed with ether, and dried in air to give (2-amino-thiazol-5-yl)-(2-chloro-phenyl)-methanone as a brown so... Reactants: CN(C)C=O, COc1ccccc1O, O=C1CCCC1Cl, [H-], [Na+]. Product: COc1ccccc1OC1CCCC1=O. RXN SMILES: [CH3:19][N:20]([CH3:21])[CH:22]=[O:23].[CH3:1][O:2][c:3]1[cH:4][cH:5][cH:6][cH:7][c:8]1[OH:9].[Cl:12][CH:13]1[C:14](=[O:18])[CH2:15][CH2:16][CH2:17]1.[H-:10].[Na+:11]>>[CH3:1][O:2][c:3]1[cH:4][cH:5][cH:6][cH:7][c:8]1[O:9][CH:13]1[C:14](=[O:18])[CH2:15][CH2:16][CH2:17]1. The reactants are FC(S(=O)(=O)OC1=CC(=C(C=C1)C=1N=NC(=CC1)N(C1CC(NC(C1)(C)C)(C)C)C)OC)(F)F (3-methoxy-4-(6-(methyl(2,2,6,6-tetramethylpiperidin-4-yl)amino)pyridazin-3-yl)phenyl trifluoromethanesulfonate), C(C)(=O)O.C(C)(=O)O.IC1=CC=CC=C1 (iodobenzene diacetate), C(C)(=O)O.C(C)(=O)OC(C)=O (acetic acid acetic anhydride). The reagents and catalysts are CC(=O)[O-].CC(=O)[O-].[Pd+2] (Pd(OAc)2). Conditions: temperature 50 celsius. Product: FC(S(=O)(=O)OC1=CC(=C(C(=C1)OC)C=1N=NC(=CC1)N(C1CC(NC(C1)(C)C)(C)C)C)O)(F)F (3-Hydroxy-5-methoxy-4-(6-(methyl(2,2,6,6-tetramethylpiperidin-4-yl)amino)pyridazin-3-yl)phenyl trifluoromethanesulfonate). RXN SMILES: [F:1][C:2]([F:34])([F:33])[S:3]([O:6][C:7]1[CH:12]=[CH:11][C:10]([C:13]2[N:14]=[N:15][C:16]([N:19]([CH3:30])[CH:20]3[CH2:25][C:24]([CH3:27])([CH3:26])[NH:23][C:22]([CH3:29])([CH3:28])[CH2:21]3)=[CH:17][CH:18]=2)=[C:9]([O:31][CH3:32])[CH:8]=1)(=[O:5])=[O:4].C(O)(=[O:37])C.C(O)(=O)C.IC1C=CC=CC=1.C(O)(=O)C.C(OC(=O)C)(=O)C>CC([O-])=O.CC([O-])=O.[Pd+2]>[F:34][C:2]([F:33])([F:1])[S:3]([O:6][C:7]1[CH:8]=[C:9]([O:31][CH3:32])[C:10]([C:13]2[N:14]=[N:15][C:16]([N:19]([CH3:30])[CH:20]3[CH2:21][C:22]([CH3:28])([CH3:29])[NH:23][C:24]([CH3:26])([CH3:27])[CH2:25]3)=[CH:17][CH:18]=2)=[C:11]([OH:37])[CH:12]=1)(=[O:4])=[O:5] |f:1.2.3,4.5,6.7.8|. Procedure details: A mixture of 3-methoxy-4-(6-(methyl(2,2,6,6-tetramethylpiperidin-4-yl)amino)pyridazin-3-yl)phenyl trifluoromethanesulfonate (2.6 g, 5.17 mmol), Pd(OAc)2 (58 mg, 0.259 mmol), and iodobenzene diacetate (2.33 g, 7.24 mmol) in 1:1 acetic acid/acetic anhydride (42 mL) was heated at 50° C. for 8 h. The mixture was cooled to RT and concentrated under reduced pressure. Flash chromatography (10-100% EtOH in DCM, followed by 7:1 EtOH/7 N ammonia in MeOH elution) provided a mixture of the title compound an... The reactants are ClC1=CC=C(C=C1)S(=O)(=O)C1(CCC(CC1)CC(=O)C1=C(C=CC=C1)O)C1=C(C=CC(=C1)F)F (2-[4-(4-chloro-benzenesulfonyl)-4-(2,5-difluoro-phenyl)-cyclohexyl]-1-(2-hydroxy-phenyl)-ethanone), BrCC(=O)OC (methyl bromoacetate), C([O-])([O-])=O.[K+].[K+] (potassium carbonate). Solvent: CC(=O)C (acetone). The product is COC(COC1=C(C=CC=C1)C(CC1CCC(CC1)(C1=C(C=CC(=C1)F)F)S(=O)(=O)C1=CC=C(C=C1)Cl)=O)=O ((2-{2-[4-(4-Chloro-benzenesulfonyl)-4-(2,5-difluoro-phenyl)-cyclohexyl]-acetyl}-phenoxy)-acetic acid methyl ester). Yield: 86.6%. RXN SMILES: [Cl:1][C:2]1[CH:7]=[CH:6][C:5]([S:8]([C:11]2([C:27]3[CH:32]=[C:31]([F:33])[CH:30]=[CH:29][C:28]=3[F:34])[CH2:16][CH2:15][CH:14]([CH2:17][C:18]([C:20]3[CH:25]=[CH:24][CH:23]=[CH:22][C:21]=3[OH:26])=[O:19])[CH2:13][CH2:12]2)(=[O:10])=[O:9])=[CH:4][CH:3]=1.Br[CH2:36][C:37]([O:39][CH3:40])=[O:38].C(=O)([O-])[O-].[K+].[K+]>CC(C)=O>[CH3:40][O:39][C:37](=[O:38])[CH2:36][O:26][C:21]1[CH:22]=[CH:23][CH:24]=[CH:25][C:20]=1[C:18](=[O:19])[CH2:17][CH:14]1[CH2:13][CH2:12][C:11]([S:8]([C:5]2[CH:6]=[CH:7][C:2]([Cl:1])=[CH:3][CH:4]=2)(=[O:10])=[O:9])([C:27]2[CH:32]=[C:31]([F:33])[CH:30]=[CH:29][C:28]=2[F:34])[CH2:16][CH2:15]1 |f:2.3.4|. Procedure: To a stirred solution of this phenol (100 mg, 0.20 mmol) in acetone (10 mL) under nitrogen was added methyl bromoacetate (21 μL, 0.22 mmol) and potassium carbonate (55 mg, 0.40 mmol). The mixture was heated to reflux for 14 h., cooled to room temperature, filtered and the filtrate evaporated to afford a residue (100 mg) which was purified using preparative thin layer chromatography eluting with diethyl ether:dichloromethane:iso-hexane 1:1:5 to give the desired product (25 mg).